From a dataset of the Open Reaction Database (ORD), a public repository of structured organic reaction records. describe an organic reaction: reactants, conditions, products, and yield Reactants: C=C(C)C(=O)N1c2ccc(OC)cc2CC1C(=O)OCC, CO, Cl, [Na+], [OH-], O. Yields the product C=C(C)C(=O)N1c2ccc(OC)cc2CC1C(=O)O. RXN SMILES: [CH2:1]([CH3:2])[O:3][C:4](=[O:5])[CH:6]1[N:7]([C:17]([C:18](=[CH2:19])[CH3:20])=[O:21])[c:8]2[cH:9][cH:10][c:11]([O:15][CH3:16])[cH:12][c:13]2[CH2:14]1.[CH3:22][OH:23].[ClH:26].[Na+:25].[OH-:24].[OH2:27]>>[O:3]=[C:4]([OH:5])[CH:6]1[N:7]([C:17]([C:18](=[CH2:19])[CH3:20])=[O:21])[c:8]2[cH:9][cH:10][c:11]([O:15][CH3:16])[cH:12][c:13]2[CH2:14]1. Procedure: A mixture of zinc (4.25 g, 0.26 mol, granular), a small crystal of iodine and THF (200 ml, freshly distilled over LAH) was refluxed with stirring under a nitrogen atmosphere for 30 min. A portion of the solution (20 ml) of t-butyl α-bromoacetate (35.2 ml, 0.22 mol) and propionaldehyde (10.4 ml, 0.152 mol in THF, 200 ml, freshly distilled over LAH) was added to the above mixture. Within a few minutes the solution became cloudy and the iodine color disappeared. The remainder of the solution was ad... The reagents and catalysts are [Zn] (zinc), [Zn] (zinc). RXN SMILES: Br[CH2:2][C:3]([O:5][C:6]([CH3:9])([CH3:8])[CH3:7])=[O:4].[CH:10](=[O:13])[CH2:11][CH3:12].[H-].[H-].[H-].[H-].[Li+].[Al+3].II>C1COCC1.[Zn]>[OH:13][CH:10]([CH2:11][CH3:12])[CH2:2][C:3]([O:5][C:6]([CH3:9])([CH3:8])[CH3:7])=[O:4] |f:2.3.4.5.6.7|. The yield is 54.5%. Reaction conditions: time 30 minute. Run in C1CCOC1 (THF). The product is OC(CC(=O)OC(C)(C)C)CC (t-Butyl 3-hydroxypentanoate). Reactants: II (iodine), BrCC(=O)OC(C)(C)C (t-butyl α-bromoacetate), C(CC)=O (propionaldehyde), [H-].[H-].[H-].[H-].[Li+].[Al+3] (LAH). Reactants: ClC=1C=C(OCC(=O)O)C=CC1Cl (3,4-dichlorophenoxyacetic acid), CN[C@H]1[C@@H](CCCC1)N1CCCCCC1 ((±)-trans-N-methyl-N-[2-(1-hexahydroazepinyl)cyclohexyl]amine). The product is Cl.CN(C(COC1=CC(=C(C=C1)Cl)Cl)=O)[C@H]1[C@@H](CCCC1)N1CCCCCC1 ((±)-trans-N-methyl-N-[2-(1-hexahydroazepinyl)cyclohexyl](3,4-dichlorophenoxy)acetamide monohydrochloride). RXN SMILES: [Cl:1][C:2]1[CH:3]=[C:4]([CH:10]=[CH:11][C:12]=1[Cl:13])[O:5][CH2:6][C:7]([OH:9])=O.[CH3:14][NH:15][C@@H:16]1[CH2:21][CH2:20][CH2:19][CH2:18][C@H:17]1[N:22]1[CH2:28][CH2:27][CH2:26][CH2:25][CH2:24][CH2:23]1>>[ClH:1].[CH3:14][N:15]([C@@H:16]1[CH2:21][CH2:20][CH2:19][CH2:18][C@H:17]1[N:22]1[CH2:28][CH2:27][CH2:26][CH2:25][CH2:24][CH2:23]1)[C:7](=[O:9])[CH2:6][O:5][C:4]1[CH:10]=[CH:11][C:12]([Cl:13])=[C:2]([Cl:1])[CH:3]=1 |f:2.3|. Reported procedure: The title compound was prepared according to the method described in Example 2, using 3,4-dichlorophenoxyacetic acid (2.15 g, 10 mmol) and (±)-trans-N-methyl-N-[2-(1-hexahydroazepinyl)cyclohexyl]amine prepared in Example 10 (2 g, 10 mmol). The crude product, which precipitated without the addition of any diethyl ether, was recrystallised from hot methanol (150 mL). Yield 3.58 g (80%). Reactants: CO (MeOH), [OH-].[Na+] (NaOH), COC(CC=1C=C(C(=CC1)OC)C1=C(C=C(C=C1)C(F)(F)F)CN(C)C(C)=O)=O ({2′-[(Acetyl-methyl-amino)-methyl]-6-methoxy-4′-trifluoromethyl-biphenyl-3-yl}-acetic acid methyl ester). Yields the product C(C)(=O)N(C)CC1=C(C=CC(=C1)C(F)(F)F)C1=CC(=CC=C1OC)CC(=O)O ({2′-[(Acetyl-methyl-amino)-methyl]-6-methoxy-4′-trifluoromethyl-biphenyl-3-yl}-acetic acid). RXN SMILES: C[O:2][C:3](=[O:29])[CH2:4][C:5]1[CH:6]=[C:7]([C:13]2[CH:18]=[CH:17][C:16]([C:19]([F:22])([F:21])[F:20])=[CH:15][C:14]=2[CH2:23][N:24]([C:26](=[O:28])[CH3:27])[CH3:25])[C:8]([O:11][CH3:12])=[CH:9][CH:10]=1.CO.[OH-].[Na+]>C1COCC1.C(Cl)Cl.O>[C:26]([N:24]([CH2:23][C:14]1[CH:15]=[C:16]([C:19]([F:20])([F:22])[F:21])[CH:17]=[CH:18][C:13]=1[C:7]1[C:8]([O:11][CH3:12])=[CH:9][CH:10]=[C:5]([CH2:4][C:3]([OH:29])=[O:2])[CH:6]=1)[CH3:25])(=[O:28])[CH3:27] |f:2.3|. The solvent is C(Cl)Cl (CH2Cl2), O (H2O), C1CCOC1 (THF). Reported procedure: {2′-[(Acetyl-methyl-amino)-methyl]-6-methoxy-4′-trifluoromethyl-biphenyl-3-yl}-acetic acid methyl ester (0.038 g, 0.09 mmol) was dissolved in THF (0.38 mL), MeOH (0.3 mL), and aqueous 1N NaOH (0.2 mL), and the mixture was stirred at room temperature for 1 hour. Once no starting material was seen by analytical LCMS, the mixture was diluted with CH2Cl2 and H2O, and the aqueous layer was extracted with CH2Cl2. The combined organic layers were dried over MgSO4, filtered, and concentrated, and the re...